This data is from the Open Reaction Database (ORD), a public repository of structured organic reaction records. The task is: describe an organic reaction: reactants, conditions, products, and yield The reactants are C1CCOC1, COC(=O)c1[nH]c(C(=O)Cl)cc1Cl, NCCO. Product: COC(=O)c1[nH]c(C(=O)NCCO)cc1Cl. RXN SMILES: [CH2:18]1[O:19][CH2:20][CH2:21][CH2:22]1.[Cl:5][c:6]1[c:7]([C:14](=[O:15])[O:16][CH3:17])[nH:8][c:9]([C:11](=[O:12])[Cl:13])[cH:10]1.[NH2:1][CH2:2][CH2:3][OH:4]>>[NH:1]([CH2:2][CH2:3][OH:4])[C:11]([c:9]1[nH:8][c:7]([C:14](=[O:15])[O:16][CH3:17])[c:6]([Cl:5])[cH:10]1)=[O:12]. Reactants: FC1=CC=C(C=C1)C=1SC(=CN1)C(C)(O)C1=CC=NC=C1 (1-(2-(4-fluorophenyl)-thiazol-5-yl)-1-(pyridin-4-yl)ethanol), CC1=CC=C(C=C1)S(=O)(=O)O (4-methylbenzenesulfonic acid). The solvent is C(C)O (ethanol). Conditions: time 1 hour. Product: CC1=CC=C(C=C1)S(=O)(=O)O.FC1=CC=C(C=C1)C=1SC(=CN1)C(C)(O)C1=CC=NC=C1 (1-(2-(4-fluorophenyl)thiazol-5-yl)-1-(pyridin-4-yl)ethanol 4-methylbenzenesulfonic acid salt). Yield: 60.9%. As a reaction SMILES: [F:1][C:2]1[CH:7]=[CH:6][C:5]([C:8]2[S:9][C:10]([C:13]([C:16]3[CH:21]=[CH:20][N:19]=[CH:18][CH:17]=3)([OH:15])[CH3:14])=[CH:11][N:12]=2)=[CH:4][CH:3]=1.[CH3:22][C:23]1[CH:28]=[CH:27][C:26]([S:29]([OH:32])(=[O:31])=[O:30])=[CH:25][CH:24]=1>C(O)C>[CH3:22][C:23]1[CH:24]=[CH:25][C:26]([S:29]([OH:32])(=[O:31])=[O:30])=[CH:27][CH:28]=1.[F:1][C:2]1[CH:7]=[CH:6][C:5]([C:8]2[S:9][C:10]([C:13]([C:16]3[CH:17]=[CH:18][N:19]=[CH:20][CH:21]=3)([OH:15])[CH3:14])=[CH:11][N:12]=2)=[CH:4][CH:3]=1 |f:3.4|. Procedure: To a suspension of 1-(2-(4-fluorophenyl)-thiazol-5-yl)-1-(pyridin-4-yl)ethanol (2 g, 6.6 mmol) in ethanol (60 mL) was added 4-methylbenzenesulfonic acid (1.14 g, 6.6 mmol) slowly at 0° C., and then the mixture was stirred for 1 hour at room temperature. The solid that formed was filtered and washed with hexane (10 mL) to afford 4-(1-(1-(2-(4-fluorophenyl)thiazol-5-yl)-1-(pyridin-4-yl)ethanol 4-methylbenzenesulfonic acid salt as an off-white solid (1.9 g, 61% yield), HPLC purity 98.2%, mp 181-184... Reactants: BrC=1C=C(SC1)C(CC)=O (1-(4-bromo-2-thienyl)-1-propanone), [Br-].C(=O)(O)CCC[P+](C1=CC=CC=C1)(C1=CC=CC=C1)C1=CC=CC=C1 ((3-carboxypropyl)triphenylphosphonium bromide), CC(C)([O-])C.[K+] (potassium tert-butoxide). Yields the product BrC=1C=C(SC1)/C(=C/CCC(=O)O)/CC ((E)-5-(4-Bromo-2-thienyl)-4-heptenoic Acid). Reaction SMILES: [Br:1][C:2]1[CH:3]=[C:4]([C:7](=O)[CH2:8][CH3:9])[S:5][CH:6]=1.[Br-].[C:12]([CH2:15]CC[P+](C1C=CC=CC=1)(C1C=CC=CC=1)C1C=CC=CC=1)([OH:14])=[O:13].[CH3:37][C:38](C)([O-])C.[K+]>>[Br:1][C:2]1[CH:3]=[C:4](/[C:7](/[CH2:37][CH3:38])=[CH:8]/[CH2:9][CH2:15][C:12]([OH:14])=[O:13])[S:5][CH:6]=1 |f:1.2,3.4|. Procedure details: In a manner similar to that of Example 6(i), by reaction of 16 g (73 mmol) of 1-(4-bromo-2-thienyl)-1-propanone with 47 g (109 mmol) of (3-carboxypropyl)triphenylphosphonium bromide and 24.6 g (219 mmol) of potassium tert-butoxide, the desired product is obtained in the form of an orange-coloured solid (m=16.7 g; Y=80%).